From a dataset of the Open Reaction Database (ORD), a public repository of structured organic reaction records. describe an organic reaction: reactants, conditions, products, and yield Starting materials: CCOC(=O)Cl, O=C(NCC1CCNC1)c1c[nH]c2c(-c3c(OCC4CC4)ccc4c3OCO4)ncnc12. Product: CCOC(=O)N1CCC(CNC(=O)c2c[nH]c3c(-c4c(OCC5CC5)ccc5c4OCO5)ncnc23)C1. Reaction SMILES: [Cl:33][C:34](=[O:35])[O:36][CH2:37][CH3:38].[NH:1]1[CH2:2][CH:3]([CH2:6][NH:7][C:8](=[O:9])[c:10]2[cH:11][nH:12][c:13]3[c:14]2[n:15][cH:16][n:17][c:18]3-[c:19]2[c:20]([O:28][CH2:29][CH:30]3[CH2:31][CH2:32]3)[cH:21][cH:22][c:23]3[c:27]2[O:26][CH2:25][O:24]3)[CH2:4][CH2:5]1>>[N:1]1([C:34](=[O:35])[O:36][CH2:37][CH3:38])[CH2:2][CH:3]([CH2:6][NH:7][C:8](=[O:9])[c:10]2[cH:11][nH:12][c:13]3[c:14]2[n:15][cH:16][n:17][c:18]3-[c:19]2[c:20]([O:28][CH2:29][CH:30]3[CH2:31][CH2:32]3)[cH:21][cH:22][c:23]3[c:27]2[O:26][CH2:25][O:24]3)[CH2:4][CH2:5]1. Starting materials: C(C)(C)(C)OC(=O)N1C(OC[C@@H]1CCC1=CC=C(C=C1)N)(C)C ((S)-4-[2-(4-amino-phenyl)-ethyl]-2,2-dimethyl-oxazolidine-3-carboxylic acid tert-butyl ester), ClC1=CC=C(C(=O)O)C=C1 (4-chlorobenzoic acid), CN1CCOCC1 (N-methylmorpholine), CN(C)C(=[N+](C)C)ON1C2=C(C=CC=C2)N=N1.[B-](F)(F)(F)F (TBTU). Run in C1CCOC1 (THF). Reaction conditions: temperature 50 celsius, time 16 hour. The product is C(C)(C)(C)OC(=O)N1C(OC[C@@H]1CCC1=CC=C(C=C1)NC(C1=CC=C(C=C1)Cl)=O)(C)C ((S)-4-{2-[4-(4-chloro-benzoylamino)-phenyl]-ethyl}-2,2-dimethyl-oxazolidine-3-carboxylic acid tert-butyl ester). Isolated yield 89.0%. As a reaction SMILES: [C:1]([O:5][C:6]([N:8]1[C@@H:12]([CH2:13][CH2:14][C:15]2[CH:20]=[CH:19][C:18]([NH2:21])=[CH:17][CH:16]=2)[CH2:11][O:10][C:9]1([CH3:23])[CH3:22])=[O:7])([CH3:4])([CH3:3])[CH3:2].[Cl:24][C:25]1[CH:33]=[CH:32][C:28]([C:29](O)=[O:30])=[CH:27][CH:26]=1.CN1CCOCC1.CN(C(ON1N=NC2C=CC=CC1=2)=[N+](C)C)C.[B-](F)(F)(F)F>C1COCC1>[C:1]([O:5][C:6]([N:8]1[C@@H:12]([CH2:13][CH2:14][C:15]2[CH:16]=[CH:17][C:18]([NH:21][C:29](=[O:30])[C:28]3[CH:32]=[CH:33][C:25]([Cl:24])=[CH:26][CH:27]=3)=[CH:19][CH:20]=2)[CH2:11][O:10][C:9]1([CH3:23])[CH3:22])=[O:7])([CH3:4])([CH3:2])[CH3:3] |f:3.4|. Reported procedure: To a stirred solution of (S)-4-[2-(4-amino-phenyl)-ethyl]-2,2-dimethyl-oxazolidine-3-carboxylic acid tert-butyl ester (20) in THF (4 ml) were added 4-chlorobenzoic acid (147 mg), N-methylmorpholine (0.27 ml) and TBTU (401 mg). The reaction mixture was heated to 50° C. and stirred for 16 h. The reaction mixture was then concentrated in vacuo and the residue was purified by flash column chromatography (SiO2; gradient: EtOAc/heptane) to afford (S)-4-{2-[4-(4-chloro-benzoylamino)-phenyl]-ethyl}-2,2-... Starting materials: OC(COC1=CC=C(C=C1)C(CNC(OC(C)(C)C)=O)C(=O)NC=1C=C2C=CN=CC2=CC1)C1=CC=CC=C1 (tert-butyl 2-(4-(2-hydroxy-2-phenylethoxy)phenyl)-3-(isoquinolin-6-ylamino)-3-oxopropylcarbamate), Cl (HCl). Procedure details: To tert-butyl 2-(4-(2-hydroxy-2-phenylethoxy)phenyl)-3-(isoquinolin-6-ylamino)-3-oxopropylcarbamate (E276) in CH2Cl2 was added HCl (4 N, dioxane) and the solution was stirred overnight. The solvents were evaporated to give 3-amino-2-(4-(2-hydroxy-2-phenylethoxy)phenyl)-N-(isoquinolin-6-yl)propanamide dihydrochloride (E278). Run at time 8 hour. Product: Cl.Cl.NCC(C(=O)NC=1C=C2C=CN=CC2=CC1)C1=CC=C(C=C1)OCC(C1=CC=CC=C1)O (3-amino-2-(4-(2-hydroxy-2-phenylethoxy)phenyl)-N-(isoquinolin-6-yl)propanamide dihydrochloride). As a reaction SMILES: [OH:1][CH:2]([C:34]1[CH:39]=[CH:38][CH:37]=[CH:36][CH:35]=1)[CH2:3][O:4][C:5]1[CH:10]=[CH:9][C:8]([CH:11]([C:21]([NH:23][C:24]2[CH:25]=[C:26]3[C:31](=[CH:32][CH:33]=2)[CH:30]=[N:29][CH:28]=[CH:27]3)=[O:22])[CH2:12][NH:13]C(=O)OC(C)(C)C)=[CH:7][CH:6]=1.[ClH:40]>C(Cl)Cl>[ClH:40].[ClH:40].[NH2:13][CH2:12][CH:11]([C:8]1[CH:9]=[CH:10][C:5]([O:4][CH2:3][CH:2]([OH:1])[C:34]2[CH:39]=[CH:38][CH:37]=[CH:36][CH:35]=2)=[CH:6][CH:7]=1)[C:21]([NH:23][C:24]1[CH:25]=[C:26]2[C:31](=[CH:32][CH:33]=1)[CH:30]=[N:29][CH:28]=[CH:27]2)=[O:22] |f:3.4.5|. The solvent is C(Cl)Cl (CH2Cl2). Reactants: solid, Cl.Cl.Cl.CC=1C2=C(C(=NC1)N1CCN(CC1)CC[C@@H]1CC[C@H](CC1)N)C=CO2 (trans-4-{2-[4-(7-methyl-furo[3,2-c]pyridin-4-yl)-piperazin-1-yl]-ethyl}-cyclohexylamine trihydrochloride), Cl.Cl.Cl.CC=1C2=C(C(=NC1)N1CCN(CC1)CC[C@@H]1CC[C@H](CC1)N)C=CO2 (trans-4-{2-[4-(7-methyl-furo[3,2-c]pyridin-4-yl)-piperazin-1-yl]-ethyl}-cyclohexylamine trihydrochloride), COCCC(=O)O (3-methoxypropionic acid). Yields the product COCCC(=O)N[C@@H]1CC[C@H](CC1)CCN1CCN(CC1)C1=NC=C(C2=C1C=CO2)C (trans-3-Methoxy-N-(4-{2-[4-(7-methyl-furo[3,2-c]pyridin-4-yl)-piperazin-1-yl]-ethyl}-cyclohexyl)-propionamide). As a reaction SMILES: Cl.Cl.Cl.[CH3:4][C:5]1[C:6]2[O:28][CH:27]=[CH:26][C:7]=2[C:8]([N:11]2[CH2:16][CH2:15][N:14]([CH2:17][CH2:18][C@H:19]3[CH2:24][CH2:23][C@H:22]([NH2:25])[CH2:21][CH2:20]3)[CH2:13][CH2:12]2)=[N:9][CH:10]=1.[CH3:29][O:30][CH2:31][CH2:32][C:33](O)=[O:34]>>[CH3:29][O:30][CH2:31][CH2:32][C:33]([NH:25][C@H:22]1[CH2:21][CH2:20][C@H:19]([CH2:18][CH2:17][N:14]2[CH2:13][CH2:12][N:11]([C:8]3[C:7]4[CH:26]=[CH:27][O:28][C:6]=4[C:5]([CH3:4])=[CH:10][N:9]=3)[CH2:16][CH2:15]2)[CH2:24][CH2:23]1)=[O:34] |f:0.1.2.3|. Procedure details: The title compound, white solid (79 mg, 61%), MS (ISP) m/z=429.4 [(M+H)+], mp 177° C., was prepared in accordance with the general method of example 32 from trans-4-{2-[4-(7-methyl-furo[3,2-c]pyridin-4-yl)-piperazin-1-yl]-ethyl}-cyclohexylamine trihydrochloride (intermediate F) (136 mg, 0.3 mmol) and 3-methoxypropionic acid. The reactants are primary amide, primary amide, OC=1C(=C(C=CC1)I)OS(=O)(=O)C1=CC=C(C)C=C1 (HTIB), N (ammonia), 255175s, C1[C@@H]2C=C[C@H]1C3C2C(=O)OC3=O (cis-5-norbornene-endo-2,3-dicarboxylic anhydride). Yields the product C1(=CC=C(C=C1)S(=O)(=O)O)C (p-toluenesulfonic acid). Reaction SMILES: N.C1[C@@H]2C3C(=O)OC(=O)C3[C@H]1C=C2.OC1C([O:22][S:23]([C:26]2[CH:32]=[CH:31][C:29]([CH3:30])=[CH:28][CH:27]=2)(=[O:25])=[O:24])=C(I)C=CC=1>>[C:29]1([CH3:30])[CH:28]=[CH:27][C:26]([S:23]([OH:25])(=[O:22])=[O:24])=[CH:32][CH:31]=1. Procedure: Scheme I describes the preferred enantioselective synthesis of azanoradamantane benzamide 11. Iodolactone 1 is treated with thionyl chloride to give the corresponding acid chloride which is converted to the primary amide 2 by treatment with ammonia. [Racemic 2 was previously prepared by a different route [JP 04013663 (1992); CA 116(25):255175s] from cis-5-norbornene-endo-2,3-dicarboxylic anhydride.] The primary amide 2 is then treated with HTIB [hydroxy(tosyloxy)iodobenzene] to afford the p-tolu... The reactants are C1CC(=O)N(C1=O)Br (NBS), NC=1C(=NC=CN1)C1=CC(=C(C(=O)OC)C=C1)F (methyl 4-(3-aminopyrazin-2-yl)-2-fluorobenzoate), C([O-])(O)=O.[Na+] (sodium bicarbonate). Run in C(C)#N (acetonitrile). Conditions: time 1 hour. Yields the product NC=1C(=NC(=CN1)Br)C1=CC(=C(C(=O)OC)C=C1)F (methyl 4-(3-amino-6-bromopyrazin-2-yl)-2-fluorobenzoate). Isolated yield 96.0%. Reaction SMILES: [NH2:1][C:2]1[C:3]([C:8]2[CH:17]=[CH:16][C:11]([C:12]([O:14][CH3:15])=[O:13])=[C:10]([F:18])[CH:9]=2)=[N:4][CH:5]=[CH:6][N:7]=1.C1C(=O)N([Br:26])C(=O)C1.C(=O)(O)[O-].[Na+]>C(#N)C>[NH2:1][C:2]1[C:3]([C:8]2[CH:17]=[CH:16][C:11]([C:12]([O:14][CH3:15])=[O:13])=[C:10]([F:18])[CH:9]=2)=[N:4][C:5]([Br:26])=[CH:6][N:7]=1 |f:2.3|. Reported procedure: To a suspension of methyl 4-(3-aminopyrazin-2-yl)-2-fluorobenzoate (31.5 g, 127 mmol) in acetonitrile (430 mL) at 0° C. was added NBS (23.9 g, 134 mmol). The reaction mixture was stirred in ice bath for 1 h, sat. sodium bicarbonate was added, stirred 30 min and product was extracted with ethylacetate. The organic extracts were combined, washed with brine, dried over sodium sulfate, filtered and evaporated. The crude product was recrystallized in EtOAc and heptane to give methyl 4-(3-amino-6-brom... Reactants: O=c1n(Cc2ccc(C(F)(F)F)nc2)nc2c(Br)c(-c3ccc(Cl)cc3)ccn12, CC(=O)c1ccc(B(O)O)cc1, C1CCOC1, [K+], [K+], [K+], O=P([O-])([O-])[O-]. Product: CC(=O)c1ccc(-c2c(-c3ccc(Cl)cc3)ccn3c(=O)n(Cc4ccc(C(F)(F)F)nc4)nc23)cc1. Reaction SMILES: [Br:1][c:2]1[c:3]2[n:4]([cH:5][cH:6][c:7]1-[c:8]1[cH:9][cH:10][c:11]([Cl:14])[cH:12][cH:13]1)[c:15](=[O:29])[n:16]([CH2:18][c:19]1[cH:20][n:21][c:22]([C:25]([F:26])([F:27])[F:28])[cH:23][cH:24]1)[n:17]2.[C:30]([CH3:31])(=[O:32])[c:33]1[cH:34][cH:35][c:36]([B:39]([OH:40])[OH:41])[cH:37][cH:38]1.[CH2:50]1[O:51][CH2:52][CH2:53][CH2:54]1.[K+:47].[K+:48].[K+:49].[P:42]([O-:43])([O-:44])([O-:45])=[O:46]>>[c:2]1(-[c:36]2[cH:35][cH:34][c:33]([C:30]([CH3:31])=[O:32])[cH:38][cH:37]2)[c:3]2[n:4]([cH:5][cH:6][c:7]1-[c:8]1[cH:9][cH:10][c:11]([Cl:14])[cH:12][cH:13]1)[c:15](=[O:29])[n:16]([CH2:18][c:19]1[cH:20][n:21][c:22]([C:25]([F:26])([F:27])[F:28])[cH:23][cH:24]1)[n:17]2.